This data is from the Open Reaction Database (ORD), a public repository of structured organic reaction records. The task is: describe an organic reaction: reactants, conditions, products, and yield Yields the product COC1=CC=C(C=C1)C=1C=C(N(C1C1=CC=C(C=C1)OC)C)C(F)(F)F (4,5-Bis(4-methoxyphenyl)-1-methyl-2-trifluoromethyl-1H-pyrrole). Procedure details: In a pressure reaction vessel was placed 2.9 g (0.01 mole) of 2,3-bis(4-methoxyphenyl)-1-methyl-1H-pyrrole and 1.3 g (0.01 mole) of ethyl diisopropylamine. The vessel was cooled and evacuated, and 2.0 g (0.01 mole) of trifluoromethyl iodide was added. The mixture was heated at 150° for approximately 18 hours. The vessel was cooled and vented, and the contents rinsed out with methylene chloride. The methylene chloride solution was washed with water three times then dried and concentrated to give ... The reactants are COC1=CC=C(C=C1)C=1N(C=CC1C1=CC=C(C=C1)OC)C (2,3-bis(4-methoxyphenyl)-1-methyl-1H-pyrrole), C(C)N(C(C)C)C(C)C (ethyl diisopropylamine), FC(F)(F)I (trifluoromethyl iodide). RXN SMILES: [CH3:1][O:2][C:3]1[CH:8]=[CH:7][C:6]([C:9]2[N:10]([CH3:22])[CH:11]=[CH:12][C:13]=2[C:14]2[CH:19]=[CH:18][C:17]([O:20][CH3:21])=[CH:16][CH:15]=2)=[CH:5][CH:4]=1.C(N(C(C)C)C(C)C)C.[F:32][C:33](I)([F:35])[F:34]>>[CH3:21][O:20][C:17]1[CH:18]=[CH:19][C:14]([C:13]2[CH:12]=[C:11]([C:33]([F:35])([F:34])[F:32])[N:10]([CH3:22])[C:9]=2[C:6]2[CH:5]=[CH:4][C:3]([O:2][CH3:1])=[CH:8][CH:7]=2)=[CH:15][CH:16]=1. Reaction SMILES: [OH:1][C:2]1[C:3]2[N:11]=[CH:10][CH:9]=[C:8]([C:12]([NH2:14])=O)[C:4]=2[N:5]=[CH:6][N:7]=1.Cl.[NH2:16][C@@H:17]([C:33]1[CH:38]=[CH:37][C:36]([Cl:39])=[C:35]([C:40]([F:43])([F:42])[F:41])[CH:34]=1)[CH2:18][N:19]([CH3:32])S(C1C=CC([N+]([O-])=O)=CC=1)(=O)=O>>[Cl:39][C:36]1[CH:37]=[CH:38][C:33]([C@H:17]([NH:16][C:12]2[C:8]3[CH:9]=[CH:10][N:11]=[C:3]([C:2]([NH2:7])=[O:1])[C:4]=3[N:5]=[CH:6][N:14]=2)[CH2:18][NH:19][CH3:32])=[CH:34][C:35]=1[C:40]([F:41])([F:42])[F:43] |f:1.2|. Product: ClC1=C(C=C(C=C1)[C@@H](CNC)NC=1C2=C(N=CN1)C(=NC=C2)C(=O)N)C(F)(F)F (4-[(S)-1-(4-Chloro-3-trifluoromethyl-phenyl)-2-methylamino-ethylamino]-pyrido[3,4-d]pyrimidine-8-carboxylic acid amide). Procedure details: Compound 42 was prepared following general synthesis scheme 8 wherein a mixture of 4-Hydroxy-pyrido[3,2-d]pyrimidine-8-carboxylamide (G) and 4-Hydroxy-pyrido[3,4-d]pyrimidine-8-carboxylamide (H) was reacted with N—[(S)-2-Amino-2-(4-chloro-3-trifluoromethyl-phenyl)-ethyl]-N-methyl-4-nitro-benzenesulfonamide hydrochloride. LC/MS [425 (M+H)]; 1H NMR (500 MHz, DMSO-d6) δ 9.92 (s, 1H), 9.28 (s, 1H), 9.00 (d, J=4.5 Hz, 1H), 8.55 (s, 1H), 8.38 (d, J=4.5 Hz, 1H), 8.17 (s, 1H), 8.00 (s, 1H), 7.77 (d, J=7... Starting materials: OC=1C2=C(N=CN1)C(=CC=N2)C(=O)N (4-hydroxypyrido[3,2-d]pyrimidine-8-carboxamide), 4-Hydroxy-pyrido[3,4-d]pyrimidine 8-carboxylamide, Cl.N[C@H](CN(S(=O)(=O)C1=CC=C(C=C1)[N+](=O)[O-])C)C1=CC(=C(C=C1)Cl)C(F)(F)F (N—[(S)-2-Amino-2-(4-chloro-3-trifluoromethyl-phenyl)-ethyl]-N-methyl-4-nitro-benzenesulfonamide hydrochloride). Reactants: C1(=CC=CC=C1)P(C1=CC=CC=C1)C1=CC=CC=C1 (triphenylphosphine), CCOC(=O)/N=N/C(=O)OCC (diethylazodicarboxylate), C(C1=CC=CC=C1)OC1=CC=C(C=C1)S(=O)(=O)NC(C(C)NCCO)C12OCC(CO1)(CO2)C (4-Benzyloxy-N-[2-(2-hydroxy-ethylamino)-1-(4-methyl-2,6,7-trioxa-bicyclo[2.2.2]oct-1-yl)-propyl]-benzenesulfonamide). Run in O1CCCC1 (tetrahydrofuran). Run at temperature 0 celsius, time 2 hour. The product is C(C1=CC=CC=C1)OC1=CC=C(C=C1)S(=O)(=O)N1C(C(NCC1)C)C12OCC(CO1)(CO2)C (1-(4-Benzyloxy-benzenesulfonyl)-3-methyl-2-(4-methyl-2,6,7-trioxa-bicyclo[2.2.2]oct-1-yl)-piperazine). The yield is 66.6%. As a reaction SMILES: [CH2:1]([O:8][C:9]1[CH:14]=[CH:13][C:12]([S:15]([NH:18][CH:19]([C:26]23[O:33][CH2:32][C:29]([CH3:34])([CH2:30][O:31]2)[CH2:28][O:27]3)[CH:20]([NH:22][CH2:23][CH2:24]O)[CH3:21])(=[O:17])=[O:16])=[CH:11][CH:10]=1)[C:2]1[CH:7]=[CH:6][CH:5]=[CH:4][CH:3]=1.C1(P(C2C=CC=CC=2)C2C=CC=CC=2)C=CC=CC=1.CCOC(/N=N/C(OCC)=O)=O>O1CCCC1>[CH2:1]([O:8][C:9]1[CH:14]=[CH:13][C:12]([S:15]([N:18]2[CH2:24][CH2:23][NH:22][CH:20]([CH3:21])[CH:19]2[C:26]23[O:31][CH2:30][C:29]([CH3:34])([CH2:32][O:33]2)[CH2:28][O:27]3)(=[O:16])=[O:17])=[CH:11][CH:10]=1)[C:2]1[CH:7]=[CH:6][CH:5]=[CH:4][CH:3]=1. Procedure: 4-Benzyloxy-N-[2-(2-hydroxy-ethylamino)-1-(4-methyl-2,6,7-trioxa-bicyclo[2.2.2]oct-1-yl)-propyl]-benzenesulfonamide (compound of formula XLIV, 10.6 g, 21.5 mmol) was diluted with tetrahydrofuran (400 ml) and cooled to about 0° C. prior to the addition of triphenylphosphine (6.69 g, 25.5 mmol) and diethylazodicarboxylate (4.2 ml, 26.7 mmol). The mixture was allowed to stir at about 0° C. for about 2 hours then was concentrated in vacuo and diluted with ethyl acetate and extracted with water. The ... The product is FC=1C=C2C=3C=4C(CC(C(C4NC3C1)O)(C)C)=NNC2=O (8-fluoro-1-hydroxy-2,2-dimethyl-2,3,5,10-tetrahydro-[1,2]diazepino[3,4,5,6-def]carbazol-6(1H)-one). Reported procedure: To a solution of 8-fluoro-2,2-dimethyl-2,3-dihydro-[1,2]diazepino[3,4,5,6-def]carbazole-1,6(5H, 10H)-dione (50 mg, 0.18 mmol) in 10 mL of MeOH, was added NaBH4 (0.18 mmol) at 0° C. The mixture was stirred for additional 30 min. The solution was poured into ice water, and extracted with EtOAc (5mL×3). The organic layers were combined, washed with H2O (5mL×3) and brine (5mL×3), dried over Na2SO4, and filtered. The filtrate was concentrated, and the residue was chromatographed to give the crude pro... Reactants: FC=1C=C2C=3C=4C(CC(C(C4NC3C1)=O)(C)C)=NNC2=O (8-fluoro-2,2-dimethyl-2,3-dihydro-[1,2]diazepino[3,4,5,6-def]carbazole-1,6(5H, 10H)-dione), [BH4-].[Na+] (NaBH4), ice water. Run at time 30 minute. Solvent: CO (MeOH). Yield: 9.7%. Reaction SMILES: [F:1][C:2]1[CH:3]=[C:4]2[C:20](=[O:21])[NH:19][N:18]=[C:7]3[CH2:8][C:9]([CH3:17])([CH3:16])[C:10](=[O:15])[C:11]4[NH:12][C:13]([CH:14]=1)=[C:5]2[C:6]=43.[BH4-].[Na+]>CO>[F:1][C:2]1[CH:3]=[C:4]2[C:20](=[O:21])[NH:19][N:18]=[C:7]3[CH2:8][C:9]([CH3:17])([CH3:16])[CH:10]([OH:15])[C:11]4[NH:12][C:13]([CH:14]=1)=[C:5]2[C:6]=43 |f:1.2|. The reactants are COC1=C(C(=O)CP(OC)(OC)=O)C=CC(=C1)CCC(=O)NC=1SC2=C(N1)C=CC=C2 (dimethyl [{2-methoxy-4-[2-(2-benzothiazolylaminocarbonyl)ethyl]benzoyl}methyl]phosphonate), C(C=O)(=O)O (glyoxylic acid), Cl (hydrochloric acid), [OH-].[Na+] (sodium hydroxide). The solvent is O1CCCC1 (tetrahydrofuran). Run at time 30 minute. The product is COC=1C=C(C=CC1C(\C=C\C(=O)O)=O)CCC(=O)NC=1SC2=C(N1)C=CC=C2 (2-{2-[3-methoxy-4-(trans-3-carboxyacryloyl)phenyl]ethylcarbonyl amino}benzothiazole). As a reaction SMILES: [CH3:1][O:2][C:3]1[CH:17]=[C:16]([CH2:18][CH2:19][C:20]([NH:22][C:23]2[S:24][C:25]3[CH:31]=[CH:30][CH:29]=[CH:28][C:26]=3[N:27]=2)=[O:21])[CH:15]=[CH:14][C:4]=1[C:5]([CH2:7]P(=O)(OC)OC)=[O:6].[C:32]([OH:36])(=[O:35])[CH:33]=O.[OH-].[Na+].Cl>O1CCCC1>[CH3:1][O:2][C:3]1[CH:17]=[C:16]([CH2:18][CH2:19][C:20]([NH:22][C:23]2[S:24][C:25]3[CH:31]=[CH:30][CH:29]=[CH:28][C:26]=3[N:27]=2)=[O:21])[CH:15]=[CH:14][C:4]=1[C:5](=[O:6])/[CH:7]=[CH:33]/[C:32]([OH:36])=[O:35] |f:2.3|. Reported procedure: To a solution of dimethyl [{2-methoxy-4-[2-(2-benzothiazolylaminocarbonyl)ethyl]benzoyl}methyl]phosphonate (6.4 g) in tetrahydrofuran (100 ml) is added 40% glyoxylic acid (7.7 ml), and further thereto is added dropwise a 5% aqueous sodium hydroxide solution (70 ml) under ice-cooling. The mixture is stirred for 30 minutes, and the mixture is acidified with 5% hydrochloric acid. The precipitated yellow powder is collected by filtration, washed with ethanol, dried, and then recrystallized from dime... The reactants are C(O)([O-])=O (hydrogen carbonate), N1C=NC=C1 (imidazole), OC1=C(OC=CC1=O)C (3-hydroxy-2-methyl-4-pyrone), C(C)(C)(C)[Si](Cl)(C)C (tert-butyl-dimethylchlorosilane). The solvent is CN(C=O)C (N,N-dimethylformamide), CN(C=O)C (N,N-dimethylformamide). Conditions: time 6 hour. Product: [Si](C)(C)(C(C)(C)C)OC1=C(OC=CC1=O)C (3-(tert-butyl-dimethylsilyl)oxy-2-methyl-4-pyrone). The yield is 99.9%. As a reaction SMILES: N1C=CN=C1.[OH:6][C:7]1[C:12](=[O:13])[CH:11]=[CH:10][O:9][C:8]=1[CH3:14].[C:15]([Si:19]([CH3:22])([CH3:21])Cl)([CH3:18])([CH3:17])[CH3:16].C(=O)([O-])O>CN(C)C=O>[Si:19]([O:6][C:7]1[C:12](=[O:13])[CH:11]=[CH:10][O:9][C:8]=1[CH3:14])([C:15]([CH3:18])([CH3:17])[CH3:16])([CH3:22])[CH3:21]. Reported procedure: A solution of imidazole (Im, 5.45 g, 0.08 mol) in N,N-dimethylformamide (20 ml) is added in an inert atmosphere and dropwise to a solution containing 3-hydroxy-2-methyl-4-pyrone (5.00 g, 0.04 mol) and tert-butyl-dimethylchlorosilane (TBDMSCl, 7.00 g, 0.044 mol) in N,N-dimethylformamide (100 ml). The mixture obtained thereby is maintained stirring at a room temperature for 6 h and then diluted by adding a 5% hydrogen carbonate aqueous solution (150 ml). The mixture obtained thereby is extracted w...